From a dataset of the Open Reaction Database (ORD), a public repository of structured organic reaction records. describe an organic reaction: reactants, conditions, products, and yield Reactants: ClC=1C(=C(C(=NC1)N)N)C (5-Chloro-4-methylpyridine-2,3-diamine), OC=1C=C(C=O)C=CC1[N+](=O)[O-] (3-Hydroxy-4-nitrobenzaldehyde). The solvent is CN(C)C=O (DMF), CN(C)C=O (DMF). Reaction conditions: temperature 100 celsius, time 16 hour. Product: ClC=1C(=C2C(=NC1)NC(=N2)C=2C=CC(=C(C2)O)[N+](=O)[O-])C (5-(6-Chloro-7-methyl-3H-imidazo[4,5-b]pyridin-2-yl)-2-nitrophenol). The yield is 18.0%. RXN SMILES: [Cl:1][C:2]1[C:3]([CH3:10])=[C:4]([NH2:9])[C:5]([NH2:8])=[N:6][CH:7]=1.[OH:11][C:12]1[CH:13]=[C:14]([CH:17]=[CH:18][C:19]=1[N+:20]([O-:22])=[O:21])[CH:15]=O>CN(C=O)C>[Cl:1][C:2]1[C:3]([CH3:10])=[C:4]2[N:9]=[C:15]([C:14]3[CH:17]=[CH:18][C:19]([N+:20]([O-:22])=[O:21])=[C:12]([OH:11])[CH:13]=3)[NH:8][C:5]2=[N:6][CH:7]=1. Procedure details: 5-Chloro-4-methylpyridine-2,3-diamine (prepared by a method similar to Example 206a) (2.0 g, 12.7 mmol) was dissolved in DMF (40 ml) and heated to 100° C. 3-Hydroxy-4-nitrobenzaldehyde (2.10 g, 12.7 mmol) dissolved in DMF (10 ml) was added slowly (10 min). Air was bubbled through the reaction mixture. After 16 h, the DMF was evaporated off and the residue was purified by column chromatography (EtOAc/methanol, 10:1) giving the title compound (0.7 g, 18%).